Dataset: the Open Reaction Database (ORD), a public repository of structured organic reaction records. Task: describe an organic reaction: reactants, conditions, products, and yield Starting materials: CCOC(=O)CCCCCNC(=O)Nc1cc(C)c(-c2cccc(S(=O)(=O)c3cc(C(=N)NC(=O)OC(C)(C)C)sc3SC)c2)c([N+](=O)[O-])c1, CCO, [Cl-], [NH4+]. The product is CCOC(=O)CCCCCNC(=O)Nc1cc(C)c(-c2cccc(S(=O)(=O)c3cc(C(=N)NC(=O)OC(C)(C)C)sc3SC)c2)c(N)c1. As a reaction SMILES: [CH2:1]([CH3:2])[O:3][C:4]([CH2:5][CH2:6][CH2:7][CH2:8][CH2:9][NH:10][C:11](=[O:12])[NH:13][c:14]1[cH:15][c:16]([N+:47]([O-:48])=[O:49])[c:17](-[c:21]2[cH:22][c:23]([S:27](=[O:28])(=[O:29])[c:30]3[c:31]([S:45][CH3:46])[s:32][c:33]([C:35](=[NH:36])[NH:37][C:38](=[O:39])[O:40][C:41]([CH3:42])([CH3:43])[CH3:44])[cH:34]3)[cH:24][cH:25][cH:26]2)[c:18]([CH3:20])[cH:19]1)=[O:50].[CH3:53][CH2:54][OH:55].[Cl-:51].[NH4+:52]>>[CH2:1]([CH3:2])[O:3][C:4]([CH2:5][CH2:6][CH2:7][CH2:8][CH2:9][NH:10][C:11](=[O:12])[NH:13][c:14]1[cH:15][c:16]([NH2:47])[c:17](-[c:21]2[cH:22][c:23]([S:27](=[O:28])(=[O:29])[c:30]3[c:31]([S:45][CH3:46])[s:32][c:33]([C:35](=[NH:36])[NH:37][C:38](=[O:39])[O:40][C:41]([CH3:42])([CH3:43])[CH3:44])[cH:34]3)[cH:24][cH:25][cH:26]2)[c:18]([CH3:20])[cH:19]1)=[O:50]. Yields the product FC1=CC=C(C=C1)C1=CC(=C(C=C1)[N+](=O)[O-])C (4'-fluoro-3-methyl-4-nitrobiphenyl). Reported procedure: When 4-fluoroaniline and 2-methyl-nitrobenzene are used in the above example in place of 4-fluoro-2-methoxyaniline and nitrobenzene there is obtained 4'-fluoro-3-methyl-4-nitrobiphenyl. Reaction SMILES: [F:1][C:2]1[CH:8]=[CH:7][C:5](N)=[CH:4][CH:3]=1.[CH3:9][C:10]1[CH:15]=[CH:14][CH:13]=[CH:12][C:11]=1[N+:16]([O-:18])=[O:17].FC1C=CC(N)=C(OC)C=1.[N+](C1C=CC=CC=1)([O-])=O>>[F:1][C:2]1[CH:8]=[CH:7][C:5]([C:14]2[CH:13]=[CH:12][C:11]([N+:16]([O-:18])=[O:17])=[C:10]([CH3:9])[CH:15]=2)=[CH:4][CH:3]=1. Reactants: FC1=CC=C(N)C=C1 (4-fluoroaniline), [N+](=O)([O-])C1=CC=CC=C1 (nitrobenzene), CC1=C(C=CC=C1)[N+](=O)[O-] (2-methyl-nitrobenzene), FC1=CC(=C(N)C=C1)OC (4-fluoro-2-methoxyaniline). Reactants: BrC1=CC=C(C=C1)N1CCC(CC1)C(=O)O (1-(4-bromophenyl)piperidine-4-carboxylic acid), C(C)O (ethanol), O=S(Cl)Cl (SOCl2). The product is BrC1=CC=C(C=C1)N1CCC(CC1)C(=O)OCC (ethyl 1-(4-bromophenyl)piperidine-4-carboxylate), pale brown oil. As a reaction SMILES: [Br:1][C:2]1[CH:7]=[CH:6][C:5]([N:8]2[CH2:13][CH2:12][CH:11]([C:14]([OH:16])=[O:15])[CH2:10][CH2:9]2)=[CH:4][CH:3]=1.O=S(Cl)Cl.[CH2:21](O)[CH3:22]>>[Br:1][C:2]1[CH:7]=[CH:6][C:5]([N:8]2[CH2:9][CH2:10][CH:11]([C:14]([O:16][CH2:21][CH3:22])=[O:15])[CH2:12][CH2:13]2)=[CH:4][CH:3]=1. Procedure: To a stirred solution of 1-(4-bromophenyl)piperidine-4-carboxylic acid (1.56 g, 5.5 mmol) in absolute ethanol (30 mL) was cooled to 0° C. and SOCl2 (1.18 g, 10 mmol) added drop-wise. The mixture was stirred to room temperature and heated to reflux for 3 hours. The reaction mixture was evaporated in vacuo and the residue dissolved in saturated aqueous solution of NaHCO3 (50 mL). The aqueous solution was extracted with EtOAc (3×30 mL). The organic extracts was dried over Na2SO4, filtered and evapo... Starting materials: C(CC(=O)C)(=O)OC (methyl acetoacetate), FC1=CC=C(C=C1)C1=C(N(C(=C1C1=CC=C(C=C1)F)C=CC=O)C(C)C)C=CC=O (3,4-Bis-(4-fluorophenyl)-2,5-bis-(2-formyl-ethenyl)-1-isopropyl-pyrrole), C(C)(=O)O (acetic acid), C(CCC)[Li] (butyllithium), [H-].[Na+] (sodium hydride), O1CCCC1 (tetrahydrofuran). The solvent is CCCCCC (hexane). Conditions: temperature 0 celsius, time 15 minute. Product: FC1=CC=C(C=C1)C1=C(N(C(=C1C1=CC=C(C=C1)F)C=CC(CC(CC(=O)OC)=O)O)C(C)C)C=CC(CC(CC(=O)OC)=O)O (3,4-Bis-(4-fluorophenyl)-2,5-bis-(3-hydroxy-6-methoxycarbonyl-5-oxo-hex-1-enyl)-1-isopropyl-pyrrole). As a reaction SMILES: [C:1]([O:7][CH3:8])(=[O:6])[CH2:2][C:3]([CH3:5])=[O:4].[CH2:9]([Li])CCC.[H-].[Na+].[F:16][C:17]1[CH:22]=[CH:21][C:20]([C:23]2[C:27]([C:28]3[CH:33]=[CH:32][C:31]([F:34])=[CH:30][CH:29]=3)=[C:26]([CH:35]=[CH:36][CH:37]=[O:38])[N:25]([CH:39]([CH3:41])[CH3:40])[C:24]=2[CH:42]=[CH:43][CH:44]=[O:45])=[CH:19][CH:18]=1.[C:46]([OH:49])(=[O:48])[CH3:47].[O:50]1CC[CH2:52][CH2:51]1>CCCCCC>[F:34][C:31]1[CH:32]=[CH:33][C:28]([C:27]2[C:23]([C:20]3[CH:21]=[CH:22][C:17]([F:16])=[CH:18][CH:19]=3)=[C:24]([CH:42]=[CH:43][CH:44]([OH:45])[CH2:5][C:3](=[O:4])[CH2:2][C:1]([O:7][CH3:8])=[O:6])[N:25]([CH:39]([CH3:40])[CH3:41])[C:26]=2[CH:35]=[CH:36][CH:37]([OH:38])[CH2:52][C:51](=[O:50])[CH2:47][C:46]([O:49][CH3:9])=[O:48])=[CH:29][CH:30]=1 |f:2.3|. Reported procedure: 0.35 ml (3.25 mmol) of methyl acetoacetate and then at about 0° C. 2.72 ml (4.43 mmol) of a 15% strength solution of butyllithium in hexane are added slowly under argon to a suspension of 107 mg (3.56 mmol) of 80% strength sodium hydride in 10 ml of anhydrous tetrahydrofuran at -5° C. After stirring for 15 minutes at 0° C., a solution of 0.6 g (1.48 ml) of the compound from Example 6 in 5 ml of tetrahydrofuan is added dropwise and the mixture is stirred for a further 15 minutes at the same tempe... Starting materials: N#CO[K], C=CCc1cc2c(c(CC=C)c1O)CCC(=O)N2CCCN, O. The product is C=CCc1cc2c(c(CC=C)c1O)CCC(=O)N2CCCNC(N)=O. Reaction SMILES: [K:23][O:24][C:25]#[N:26].[NH2:1][CH2:2][CH2:3][CH2:4][N:5]1[C:6](=[O:22])[CH2:7][CH2:8][c:9]2[c:10]([CH2:19][CH:20]=[CH2:21])[c:11]([OH:18])[c:12]([CH2:15][CH:16]=[CH2:17])[cH:13][c:14]21.[OH2:27]>>[NH:1]([CH2:2][CH2:3][CH2:4][N:5]1[C:6](=[O:22])[CH2:7][CH2:8][c:9]2[c:10]([CH2:19][CH:20]=[CH2:21])[c:11]([OH:18])[c:12]([CH2:15][CH:16]=[CH2:17])[cH:13][c:14]21)[C:25](=[O:24])[NH2:26].